From a dataset of the Open Reaction Database (ORD), a public repository of structured organic reaction records. describe an organic reaction: reactants, conditions, products, and yield Reactants: ClC1=C(C=2N(C(=N1)CC1=CC=C(C=C1)[N+](=O)[O-])C=CN2)CC(=O)OC (methyl [7-chloro-5-(4-nitrobenzyl)imidazo[1,2-c]pyrimidin-8-yl]acetate), O.O.Cl[Sn]Cl (SnCl2.2H2O), C(=O)(O)[O-].[Na+] (NaHCO3), CCOC(=O)C (EtOAc). Run in CCO (EtOH). The product is ClC1=C(C=2N(C(=N1)CC1=CC=C(C=C1)N)C=CN2)CC(=O)OC (methyl [7-chloro-5-(4-aminobenzyl)imidazo[1,2-c]pyrimidin-8-yl]acetate). Isolated yield 91.8%. Reaction SMILES: [Cl:1][C:2]1[N:7]=[C:6]([CH2:8][C:9]2[CH:14]=[CH:13][C:12]([N+:15]([O-])=O)=[CH:11][CH:10]=2)[N:5]2[CH:18]=[CH:19][N:20]=[C:4]2[C:3]=1[CH2:21][C:22]([O:24][CH3:25])=[O:23].O.O.Cl[Sn]Cl.C([O-])(O)=O.[Na+].CCOC(C)=O>CCO>[Cl:1][C:2]1[N:7]=[C:6]([CH2:8][C:9]2[CH:14]=[CH:13][C:12]([NH2:15])=[CH:11][CH:10]=2)[N:5]2[CH:18]=[CH:19][N:20]=[C:4]2[C:3]=1[CH2:21][C:22]([O:24][CH3:25])=[O:23] |f:1.2.3,4.5|. Reported procedure: A mixture of methyl [7-chloro-5-(4-nitrobenzyl)imidazo[1,2-c]pyrimidin-8-yl]acetate (0.383 g, 1.06 mmol) and SnCl2.2H2O (1.44 g, 6.37 mmol) in EtOH (5 mL) was heated at refluxing temperature for 1 hour. After cooling to room temperature, the reaction mixture was poured into sat. NaHCO3 aq. and EtOAc and the resulting white suspension was filtered through a pad of Celite. The aqueous layer was separated and extracted with EtOAc. The combined organic extracts was washed with brine, dried over anhy... Reactants: COC=1C(=NC(=CC1)CBr)[N+](=O)[O-] (3-methoxy-2-nitro-6-pyridylmethyl bromide), CN(C=O)C (dimethylformamide), [N+](=O)([O-])C=C1NCCN1 (Nitromethyleneimidazolidine), CN(C=O)C (dimethylformamide), [H-].[Na+] (sodium hydride), [H][H] (hydrogen), ice water. Conditions: temperature 60 celsius, time 15 minute. Yields the product COC=1C(=NC(=CC1CN1C(NCC1)=C[N+](=O)[O-])C)[N+](=O)[O-] (1-(3-methoxy-2-nitro-6-methylpyridylmethyl)-2-nitromethyleneimidazolidine). As a reaction SMILES: [N+:1]([CH:4]=[C:5]1[NH:9][CH2:8][CH2:7][NH:6]1)([O-:3])=[O:2].[H-].[Na+].[H][H].[CH3:14][O:15][C:16]1[C:17]([N+:24]([O-:26])=[O:25])=[N:18][C:19]([CH2:22]Br)=[CH:20][CH:21]=1.[CH3:27]N(C)C=O>>[CH3:14][O:15][C:16]1[C:17]([N+:24]([O-:26])=[O:25])=[N:18][C:19]([CH3:22])=[CH:20][C:21]=1[CH2:27][N:6]1[CH2:7][CH2:8][NH:9][C:5]1=[CH:4][N+:1]([O-:3])=[O:2] |f:1.2|. Procedure details: Nitromethyleneimidazolidine (1.3 g) was dissolved in dry dimethylformamide (15 ml), and sodium hydride (0.26 g) was added. The mixture was stirred at room temperature until the generation of hydrogen ceased. Subsequently, a solution of 2.4 g of 3-methoxy-2-nitro-6-pyridylmethyl bromide in 5 ml of dimethylformamide was added, and the mixture was stirred at 60° C. for 15 minutes. The reaction mixture was cooled to room temperature, poured into 50 ml of ice water, and extracted with dichloromethane... Solvent: C(Cl)Cl (DCM). Yields the product NC=1C=CC(=C2CN(C(C12)=O)C)CN1CCCC1 (7-Amino-2-methyl-4-(pyrrolidin-1-ylmethyl)-2,3-dihydro-1H-isoindol-1-one). Reported procedure: To tert-butyl [2-methyl-3-oxo-7-(pyrrolidin-1-ylmethyl)-2,3-dihydro-1H-isoindol-4-yl]carbamate (Compound 109B) was added DCM (0.5 mL) and TFA (0.5 mL, 6 mmol). The solution was stirred at room temperature for 20 minutes. The crude product was dried in vacuo and used directly in next step without further purification. MS (ES+): m/z 246.31 (100) [MH+]; HPLC: tR=0.29 min (UPLC, Analytical). Run at time 20 minute. Reaction SMILES: [CH3:1][N:2]1[C:10](=[O:11])[C:9]2[C:4](=[C:5]([CH2:20][N:21]3[CH2:25][CH2:24][CH2:23][CH2:22]3)[CH:6]=[CH:7][C:8]=2[NH:12]C(=O)OC(C)(C)C)[CH2:3]1.C(O)(C(F)(F)F)=O>C(Cl)Cl>[NH2:12][C:8]1[CH:7]=[CH:6][C:5]([CH2:20][N:21]2[CH2:22][CH2:23][CH2:24][CH2:25]2)=[C:4]2[C:9]=1[C:10](=[O:11])[N:2]([CH3:1])[CH2:3]2. Reactants: CN1CC2=C(C=CC(=C2C1=O)NC(OC(C)(C)C)=O)CN1CCCC1 (tert-butyl [2-methyl-3-oxo-7-(pyrrolidin-1-ylmethyl)-2,3-dihydro-1H-isoindol-4-yl]carbamate), CN1CC2=C(C=CC(=C2C1=O)NC(OC(C)(C)C)=O)CN1CCCC1 (tert-butyl [2-methyl-3-oxo-7-(pyrrolidin-1-ylmethyl)-2,3-dihydro-1H-isoindol-4-yl]carbamate), C(=O)(C(F)(F)F)O (TFA). Starting materials: [Br-], COc1cc(C=O)cc(C=O)c1, C[P+](c1ccccc1)(c1ccccc1)c1ccccc1, [K+], [K+], O=C([O-])[O-], C1COCCO1, O. Yields the product C=Cc1cc(C=O)cc(OC)c1. Reaction SMILES: [Br-:20].[CH3:1][O:2][c:3]1[cH:4][c:5]([CH:11]=[O:12])[cH:6][c:7]([CH:9]=[O:10])[cH:8]1.[CH3:21][P+:22]([c:23]1[cH:24][cH:25][cH:26][cH:27][cH:28]1)([c:29]1[cH:30][cH:31][cH:32][cH:33][cH:34]1)[c:35]1[cH:36][cH:37][cH:38][cH:39][cH:40]1.[K+:13].[K+:14].[O-:15][C:16]([O-:17])=[O:18].[O:41]1[CH2:42][CH2:43][O:44][CH2:45][CH2:46]1.[OH2:19]>>[CH3:1][O:2][c:3]1[cH:4][c:5]([CH:11]=[CH2:16])[cH:6][c:7]([CH:9]=[O:10])[cH:8]1. Reaction SMILES: Cl[S:2]([CH2:5][C:6]([O:8][CH2:9][CH3:10])=[O:7])(=[O:4])=[O:3].[CH:11]([C:14]1[CH:19]=[C:18]([CH:20]([CH3:22])[CH3:21])[CH:17]=[C:16]([CH:23]([CH3:25])[CH3:24])[C:15]=1[OH:26])([CH3:13])[CH3:12]>C(Cl)Cl>[CH:23]([C:16]1[CH:17]=[C:18]([CH:20]([CH3:22])[CH3:21])[CH:19]=[C:14]([CH:11]([CH3:13])[CH3:12])[C:15]=1[O:26][S:2]([CH2:5][C:6]([O:8][CH2:9][CH3:10])=[O:7])(=[O:4])=[O:3])([CH3:25])[CH3:24]. Procedure: 1H NMR (CDCl3): δ1.35 (t, 3H), 4.1 (s, 2H), 4.25 (q, 2H). A mixture of ethyl sulfoacetate (16.82 g, 100 mM) and POCl3 (30.67 g, 200 mM) was heated at 125° C. for 5 hours. The mixture was cooled and filtered, and excess POCl3 was removed to give ethyl chlorosulfonylacetate. The ethyl chlorosulfonylacetate (18.66 g, 100 mM) was added dropwise with stirring to a solution of 2,4,6-triisopropylphenol (22.1 g, 100 mM) in 50 mL CH2Cl2 maintained at 0° C. The mixture was stirred at room temperature for ... Run at temperature 0 celsius, time 18 hour. The reactants are ClS(=O)(=O)CC(=O)OCC (ethyl chlorosulfonylacetate), C(C)(C)C1=C(C(=CC(=C1)C(C)C)C(C)C)O (2,4,6-triisopropylphenol). Product: C(C)(C)C1=C(OS(=O)(=O)CC(=O)OCC)C(=CC(=C1)C(C)C)C(C)C (ethyl (2,4,6-triisopropylphenoxysulfonyl)acetate). Solvent: C(Cl)Cl (CH2Cl2). Starting materials: CC1OC2=C(C(C1N1C=NC=C1)=O)C=C(C=C2)Br (2-Methyl-3-(1-imidazolyl)-2,3-dihydro-6-bromo-4H-1-benzopyran-4-one), Cl (hydrogen chloride). The product is Cl.CC1OC2=C(C(C1N1C=NC=C1)=O)C=C(C=C2)Br (2-methyl-3-(1-imidazolyl)-2,3-dihydro-6-bromo-4H-1-benzopyran-4-one hydrochloride). As a reaction SMILES: [CH3:1][CH:2]1[CH:7]([N:8]2[CH:12]=[CH:11][N:10]=[CH:9]2)[C:6](=[O:13])[C:5]2[CH:14]=[C:15]([Br:18])[CH:16]=[CH:17][C:4]=2[O:3]1.[ClH:19]>>[ClH:19].[CH3:1][CH:2]1[CH:7]([N:8]2[CH:12]=[CH:11][N:10]=[CH:9]2)[C:6](=[O:13])[C:5]2[CH:14]=[C:15]([Br:18])[CH:16]=[CH:17][C:4]=2[O:3]1 |f:2.3|. Reported procedure: 2-Methyl-3-(1-imidazolyl)-2,3-dihydro-6-bromo-4H-1-benzopyran-4-one was treated with a stoichiometric amount of hydrogen chloride, to give 2-methyl-3-(1-imidazolyl)-2,3-dihydro-6-bromo-4H-1-benzopyran-4-one hydrochloride.